From a dataset of the Open Reaction Database (ORD), a public repository of structured organic reaction records. describe an organic reaction: reactants, conditions, products, and yield Reactants: C=C1CCCN(S(C)(=O)=O)c2nc3oc(-c4ccc(F)cc4)c(C(=O)NC)c3cc21, CNC(=O)c1c(-c2ccc(F)cc2)oc2nc3c(cc12)C(C)=CCCN3S(C)(=O)=O, CO, CCOC(C)=O, [OH-], [OH-], [Pd+2]. The product is CNC(=O)c1c(-c2ccc(F)cc2)oc2nc3c(cc12)C(C)CCCN3S(C)(=O)=O. Reaction SMILES: [CH3:1][NH:2][C:3](=[O:4])[c:5]1[c:6](-[c:24]2[cH:25][cH:26][c:27]([F:30])[cH:28][cH:29]2)[o:7][c:8]2[n:9][c:10]3[c:11]([cH:12][c:13]12)[C:14](=[CH2:23])[CH2:15][CH2:16][CH2:17][N:18]3[S:19](=[O:20])(=[O:21])[CH3:22].[CH3:31][NH:32][C:33]([c:34]1[c:35]2[cH:36][c:37]3[c:48]([n:49][c:50]2[o:51][c:52]1-[c:53]1[cH:54][cH:55][c:56]([F:57])[cH:58][cH:59]1)[N:43]([S:44]([CH3:45])(=[O:46])=[O:47])[CH2:42][CH2:41][CH:40]=[C:38]3[CH3:39])=[O:60].[CH3:61][OH:62].[CH3:66][CH2:67][O:68][C:69]([CH3:70])=[O:71].[OH-:63].[OH-:64].[Pd+2:65]>>[CH3:1][NH:2][C:3](=[O:4])[c:5]1[c:6](-[c:24]2[cH:25][cH:26][c:27]([F:30])[cH:28][cH:29]2)[o:7][c:8]2[n:9][c:10]3[c:11]([cH:12][c:13]12)[CH:14]([CH3:23])[CH2:15][CH2:16][CH2:17][N:18]3[S:19](=[O:20])(=[O:21])[CH3:22]. The reactants are CC(C)CCCCCCO, O=C1CCC(=O)N1Br, CN(C)C=O, c1ccc(P(c2ccccc2)c2ccccc2)cc1. Product: CC(C)CCCCCCBr. As a reaction SMILES: [CH3:1][CH:2]([CH2:3][CH2:4][CH2:5][CH2:6][CH2:7][CH2:8][OH:9])[CH3:10].[O:30]=[C:31]1[N:32]([Br:37])[C:33](=[O:34])[CH2:35][CH2:36]1.[O:38]=[CH:39][N:40]([CH3:41])[CH3:42].[c:11]1([P:12]([c:13]2[cH:14][cH:15][cH:16][cH:17][cH:18]2)[c:19]2[cH:20][cH:21][cH:22][cH:23][cH:24]2)[cH:25][cH:26][cH:27][cH:28][cH:29]1>>[CH3:1][CH:2]([CH2:3][CH2:4][CH2:5][CH2:6][CH2:7][CH2:8][Br:37])[CH3:10]. Starting materials: COc1cccc2cc(C(=O)O)c(=O)oc12, O=S(Cl)Cl. Yields the product COc1cccc2cc(C(=O)O)c(=O)oc12, [Cl-]. As a reaction SMILES: [CH3:1][O:2][c:3]1[cH:4][cH:5][cH:6][c:7]2[cH:8][c:9]([C:14](=[O:15])[OH:16])[c:10](=[O:13])[o:11][c:12]12.[S:17]([Cl:18])([Cl:19])=[O:20]>>[CH3:1][O:2][c:3]1[cH:4][cH:5][cH:6][c:7]2[cH:8][c:9]([C:14](=[O:15])[OH:16])[c:10](=[O:13])[o:11][c:12]12.[Cl-:19]. Reactants: N(C(=N)N)C=1SC=C(N1)CSCCC(OC)=N (methyl 3-[(2-guanidinothiazol-4-yl)methylthio]propionimidate), CS(=O)(=O)N (methanesulfonamide). Run in CO (methanol). Run at time 48 hour. Yields the product CS(=O)(=O)NC(CCSCC=1N=C(SC1)NC(=N)N)=N (N-methanesulfonyl-3-[(2-guanidinothiazol-4-yl)-methylthio]propionamidine). The yield is 92.1%. RXN SMILES: [NH:1]([C:5]1[S:6][CH:7]=[C:8]([CH2:10][S:11][CH2:12][CH2:13][C:14](=[NH:17])OC)[N:9]=1)[C:2]([NH2:4])=[NH:3].[CH3:18][S:19]([NH2:22])(=[O:21])=[O:20]>CO>[CH3:18][S:19]([NH:22][C:14](=[NH:17])[CH2:13][CH2:12][S:11][CH2:10][C:8]1[N:9]=[C:5]([NH:1][C:2]([NH2:4])=[NH:3])[S:6][CH:7]=1)(=[O:21])=[O:20]. Procedure: In 10.2 ml of methanol were dissolved 1.27 g of methyl 3-[(2-guanidinothiazol-4-yl)methylthio]propionimidate and 0.86 g of methanesulfonamide and after reacting for 48 hours at room temperature, the solvent was distilled off under reduced pressure. Then, the residue formed was purified by a silica gel column chromatography using a mixture of chloroform and methanol (20:1→10:1) to provide 1.44 g amorphous N-methanesulfonyl-3-[(2-guanidinothiazol-4-yl)-methylthio]propionamidine. The product shows ... Starting materials: BrC1=NC=CC(=C1O)Cl (2-bromo-4-chloropyridin-3-ol), C([O-])([O-])=O.[K+].[K+] (potassium carbonate), IC (iodomethane). Solvent: CC(=O)C (acetone). Reaction conditions: time 18 hour. The product is BrC1=NC=CC(=C1OC)Cl (2-bromo-4-chloro-3-methoxypyridine). Yield: 78.2%. RXN SMILES: [Br:1][C:2]1[C:7]([OH:8])=[C:6]([Cl:9])[CH:5]=[CH:4][N:3]=1.[C:10](=O)([O-])[O-].[K+].[K+].IC>CC(C)=O>[Br:1][C:2]1[C:7]([O:8][CH3:10])=[C:6]([Cl:9])[CH:5]=[CH:4][N:3]=1 |f:1.2.3|. Procedure details: 2-bromo-4-chloropyridin-3-ol (8.15 g, 39.1 mmol), potassium carbonate (10.5 g, 76 mmol) and iodomethane (3.65 ml, 58.6 mmol) were added to acetone (300 ml) and stirred for 18 h at room temperature under inert conditions. The reaction mixture was evaporated to dryness, dissolved in ethyl acetate (100 mL), filtered over silica gel and the filter washed with ethyl acetate (3×100 mL). The filtrate was evaporated to dryness to obtain crude product which was purified over silica gel using 0:1 to 1:0 e... Reactants: Br, [O-]Br, CCCCCCCCc1ccc2c(c1)Cc1cc(C(C)=O)ccc1-2, Cl, [Na+], [Na+], C1COCCO1, [OH-], O. The product is CCCCCCCCc1ccc2c(c1)Cc1cc(C(=O)O)ccc1-2. As a reaction SMILES: [Br:32].[Br:3][O-:4].[C:6]([CH3:7])(=[O:8])[c:9]1[cH:10][c:11]2[c:19]([cH:20][cH:21]1)-[c:18]1[c:13]([cH:14][c:15]([CH2:22][CH2:23][CH2:24][CH2:25][CH2:26][CH2:27][CH2:28][CH3:29])[cH:16][cH:17]1)[CH2:12]2.[ClH:30].[Na+:2].[Na+:5].[O:33]1[CH2:34][CH2:35][O:36][CH2:37][CH2:38]1.[OH-:1].[OH2:31]>>[OH:1][C:6](=[O:8])[c:9]1[cH:10][c:11]2[c:19]([cH:20][cH:21]1)-[c:18]1[c:13]([cH:14][c:15]([CH2:22][CH2:23][CH2:24][CH2:25][CH2:26][CH2:27][CH2:28][CH3:29])[cH:16][cH:17]1)[CH2:12]2. Reactants: C1(C=CC=C1)C1=CC=CC=2C3=CC=CC=C3C=CC12 (cyclopentadienylphenanthrene), N1=CC=C(C=C1)CCl (4-picolylchloride), Cl (HCl), [OH-].[Na+] (sodium hydroxide). The reagents and catalysts are [Cl-].C(C1=CC=CC=C1)[N+](CC)(CC)CC (benzyltriethylammonium chloride). The solvent is C1(=CC=CC=C1)C (toluene). The product is N1=CC=C(C=C1)CC1(C2=CC=CC=C2C=2C=CC=C(C2C1)C1C=CC=C1)CC1=CC=NC=C1 (9,9-Bis(4-pyridinylmethyl)cyclopentadienylphenanthrene), product. Reaction SMILES: [CH:1]1([C:6]2[C:19]3[CH:18]=[CH:17][C:16]4[C:11](=[CH:12][CH:13]=[CH:14][CH:15]=4)[C:10]=3[CH:9]=[CH:8][CH:7]=2)[CH:5]=[CH:4][CH:3]=[CH:2]1.[N:20]1[CH:25]=[CH:24][C:23]([CH2:26]Cl)=[CH:22][CH:21]=1.Cl.[OH-].[Na+]>[Cl-].C([N+](CC)(CC)CC)C1C=CC=CC=1.C1(C)C=CC=CC=1>[N:20]1[CH:25]=[CH:24][C:23]([CH2:26][C:17]2([CH2:26][C:23]3[CH:24]=[CH:25][N:20]=[CH:21][CH:22]=3)[CH2:18][C:19]3[C:6]([CH:1]4[CH:5]=[CH:4][CH:3]=[CH:2]4)=[CH:7][CH:8]=[CH:9][C:10]=3[C:11]3[C:16]2=[CH:15][CH:14]=[CH:13][CH:12]=3)=[CH:22][CH:21]=1 |f:3.4,5.6|. Procedure details: The title compound was prepared following the procedure of Example 1 from 5.0 g (0.0263 m) of cyclopentadienylphenanthrene, 9.51 g (58 mmole) 4-picolylchloride .HCl, 11.1 ml 50% sodium hydroxide, 1.2 g benzyltriethylammonium chloride, and 100 ml toluene by reaction at 50° for 6 hrs. The material was chromatographed (silica, EtOAc/MeOH,95:5) to yield 1.9 g of product, m.p. 201°-202°. Reactants: CCO, FC(F)(F)c1cccnc1Cl, [Na+], O, O=S([O-])O. Yields the product [Na+], O=S(=O)([O-])c1ncccc1C(F)(F)F. Reaction SMILES: [CH3:17][CH2:18][OH:19].[Cl:1][c:2]1[n:3][cH:4][cH:5][cH:6][c:7]1[C:8]([F:9])([F:10])[F:11].[Na+:16].[OH2:20].[S:12](=[O:13])([OH:14])[O-:15]>>[Na+:16].[c:2]1([S:12](=[O:13])(=[O:14])[O-:15])[n:3][cH:4][cH:5][cH:6][c:7]1[C:8]([F:9])([F:10])[F:11].